From a dataset of the Open Reaction Database (ORD), a public repository of structured organic reaction records. describe an organic reaction: reactants, conditions, products, and yield The reactants are O=C1CCC(=O)N1Br, COC(=O)c1oc2ccccc2c1C, ClC(Cl)(Cl)Cl, CC(C)(C#N)N=NC(C)(C)C#N. Yields the product COC(=O)c1oc2ccccc2c1CBr. Reaction SMILES: [Br:15][N:16]1[C:17](=[O:18])[CH2:19][CH2:20][C:21]1=[O:22].[CH3:1][c:2]1[c:3]([C:11](=[O:12])[O:13][CH3:14])[o:4][c:5]2[c:6]1[cH:7][cH:8][cH:9][cH:10]2.[Cl:35][C:36]([Cl:37])([Cl:38])[Cl:39].[N:23]([C:24]([CH3:25])([CH3:26])[C:27]#[N:28])=[N:29][C:30]([CH3:31])([CH3:32])[C:33]#[N:34]>>[CH2:1]([c:2]1[c:3]([C:11](=[O:12])[O:13][CH3:14])[o:4][c:5]2[c:6]1[cH:7][cH:8][cH:9][cH:10]2)[Br:15]. Reactants: CCO, [H][H], O=C(CC1CNCCO1)c1ccc([N+](=O)[O-])cc1. Yields the product Nc1ccc(C(=O)CC2CNCCO2)cc1. As a reaction SMILES: [CH3:21][CH2:22][OH:23].[H:19][H:20].[N+:1]([O-:2])(=[O:3])[c:4]1[cH:5][cH:6][c:7]([C:10]([CH2:11][CH:12]2[O:13][CH2:14][CH2:15][NH:16][CH2:17]2)=[O:18])[cH:8][cH:9]1>>[NH2:1][c:4]1[cH:5][cH:6][c:7]([C:10]([CH2:11][CH:12]2[O:13][CH2:14][CH2:15][NH:16][CH2:17]2)=[O:18])[cH:8][cH:9]1. Reactants: COC=1C=C2C(=NC=NC2=CC1OC)OC1=CC(=C(N)C=C1)OC (4-[(6,7-Dimethoxy-4-quinazolinyl)oxy]-2-methoxyaniline), ClC(Cl)(OC(OC(Cl)(Cl)Cl)=O)Cl (triphosgene), C([O-])(O)=O.[Na+] (sodium bicarbonate), C1(CCCCCC1)O (1-cycloheptanol). Solvent: C(C)N(CC)CC (triethylamine), C1(=CC=CC=C1)C (toluene), C(Cl)Cl (methylene chloride). Product: COC=1C=C2C(=NC=NC2=CC1OC)OC1=CC(=C(C=C1)NC(OC1CCCCCC1)=O)OC (Cycloheptyl N-{4-[(6,7-dimethoxy-4-quinazolinyl)oxy]-2-methoxyphenyl}carbamate). Yield: 62.3%. RXN SMILES: [CH3:1][O:2][C:3]1[CH:4]=[C:5]2[C:10](=[CH:11][C:12]=1[O:13][CH3:14])[N:9]=[CH:8][N:7]=[C:6]2[O:15][C:16]1[CH:22]=[CH:21][C:19]([NH2:20])=[C:18]([O:23][CH3:24])[CH:17]=1.Cl[C:26](Cl)([O:28][C:29](=[O:35])OC(Cl)(Cl)Cl)Cl.[CH:37]1(O)[CH2:43][CH2:42]C[CH2:40][CH2:39][CH2:38]1.C(=O)(O)[O-].[Na+]>C(Cl)Cl.C(N(CC)CC)C.C1(C)C=CC=CC=1>[CH3:1][O:2][C:3]1[CH:4]=[C:5]2[C:10](=[CH:11][C:12]=1[O:13][CH3:14])[N:9]=[CH:8][N:7]=[C:6]2[O:15][C:16]1[CH:22]=[CH:21][C:19]([NH:20][C:29](=[O:35])[O:28][CH:26]2[CH2:40][CH2:39][CH2:38][CH2:37][CH2:43][CH2:42]2)=[C:18]([O:23][CH3:24])[CH:17]=1 |f:3.4|. Procedure details: 4-[(6,7-Dimethoxy-4-quinazolinyl)oxy]-2-methoxyaniline (100 mg) was added to toluene (10 ml) and triethylamine (1 ml), and the mixture was heated under reflux to prepare a solution. A solution of triphosgene (140 mg) in methylene chloride was then added thereto, and the mixture was heated under reflux for 10 min. Next, 1-cycloheptanol (54 mg) was added thereto, and the mixture was further stirred with heating under reflux for 3 hr. A saturated aqueous sodium bicarbonate solution was added to sto... Starting materials: C(#N)C=1C=C(C=2CCCCC2C1)C(=O)Cl (3-cyano-5,6,7,8-tetrahydronaphthalene-1-carbonyl chloride), CCN(C(C)C)C(C)C (DIPEA), C(C)NC[C@@H](CC=C)C1=CC=C(C=C1)F ((2S)-N-Ethyl-2-(4-fluorophenyl)pent-4-en-1-amine). Run in C(Cl)Cl (CH2Cl2), C(Cl)Cl (CH2Cl2), C(Cl)Cl (CH2Cl2). Run at time 2 hour. Product: C(#N)C=1C=C(C=2CCCCC2C1)C(=O)N(C[C@@H](CC=C)C1=CC=C(C=C1)F)CC (3-cyano-N-ethyl-N-[(2S)-2-(4-fluorophenyl)pent-4-en-1-yl]-5,6,7,8-tetrahydronaphthalene-1-carboxamide). Isolated yield 52.8%. RXN SMILES: [CH2:1]([NH:3][CH2:4][C@H:5]([C:9]1[CH:14]=[CH:13][C:12]([F:15])=[CH:11][CH:10]=1)[CH2:6][CH:7]=[CH2:8])[CH3:2].CCN(C(C)C)C(C)C.[C:25]([C:27]1[CH:28]=[C:29]([C:37](Cl)=[O:38])[C:30]2[CH2:31][CH2:32][CH2:33][CH2:34][C:35]=2[CH:36]=1)#[N:26]>C(Cl)Cl>[C:25]([C:27]1[CH:28]=[C:29]([C:37]([N:3]([CH2:1][CH3:2])[CH2:4][C@H:5]([C:9]2[CH:10]=[CH:11][C:12]([F:15])=[CH:13][CH:14]=2)[CH2:6][CH:7]=[CH2:8])=[O:38])[C:30]2[CH2:31][CH2:32][CH2:33][CH2:34][C:35]=2[CH:36]=1)#[N:26]. Procedure details: (2S)-N-Ethyl-2-(4-fluorophenyl)pent-4-en-1-amine (0.13 g, 0.63 mmol) was dissolved in CH2Cl2 and to the solution were added DIPEA (0.18 g, 1.4 mmol) and then 3-cyano-5,6,7,8-tetrahydronaphthalene-1-carbonyl chloride (see WO 00/34243; 0.15 g, 0.66 mmol) dissolved in CH2Cl2 (2 mL). The mixture was stirred for 2 h at room temperature and then diluted with CH2Cl2. The solution was washed with water, aqueous KHSO4 (10 mL, 1M) and brine. The solvent was removed by evaporation after the solution had be...